This data is from the Open Reaction Database (ORD), a public repository of structured organic reaction records. The task is: describe an organic reaction: reactants, conditions, products, and yield Reactants: Cl (HCl), CC(C(C(=O)O)(C)C)C=1N(C2=CC=C(C=C2C1C)OCC1=CC2=CC=CC=C2C=C1)CC1=CC=C(C=C1)Cl (Methyl 3-[1-(4-chlorobenzyl)-3-methyl-5-(naphth-2-ylmethoxy)indol-2-yl]-2,2-dimethylpropanoic acid), C1CCOC1 (THF), [Li+].[OH-] (LiOH). The solvent is CO (MeOH). Product: ClC1=CC=C(CN2C(=C(C3=CC(=CC=C23)OCC2=CC3=CC=CC=C3C=C2)C)CC(C(=O)O)(C)C)C=C1 (3-[1-(4-Chlorobenzyl)-3-methyl-5-(naphth-2-ylmethoxy)indol-2-yl]-2,2-dimethylpropanoic acid). RXN SMILES: C[CH:2]([C:9]1[N:10]([CH2:31][C:32]2[CH:37]=[CH:36][C:35]([Cl:38])=[CH:34][CH:33]=2)[C:11]2[C:16]([C:17]=1[CH3:18])=[CH:15][C:14]([O:19][CH2:20][C:21]1[CH:30]=[CH:29][C:28]3[C:23](=[CH:24][CH:25]=[CH:26][CH:27]=3)[CH:22]=1)=[CH:13][CH:12]=2)[C:3]([CH3:8])([CH3:7])[C:4]([OH:6])=[O:5].C1COCC1.[Li+].[OH-].Cl>CO>[Cl:38][C:35]1[CH:36]=[CH:37][C:32]([CH2:31][N:10]2[C:11]3[C:16](=[CH:15][C:14]([O:19][CH2:20][C:21]4[CH:30]=[CH:29][C:28]5[C:23](=[CH:24][CH:25]=[CH:26][CH:27]=5)[CH:22]=4)=[CH:13][CH:12]=3)[C:17]([CH3:18])=[C:9]2[CH2:2][C:3]([CH3:7])([CH3:8])[C:4]([OH:6])=[O:5])=[CH:33][CH:34]=1 |f:2.3|. Procedure details: A solution of the ester from Step 1 (278 mg), 3 mL THF, 3 mL MeOH, and 2.7 mL 1N LiOH was stirred at 80° C. for 4 hours under nitrogen. The solution was cooled, poured onto 1N HCl, extracted 2× EtOAc, washed 2× brine, dried (MgSO4), and evaporated. Purification of the residue by chromatography (silica gel; hexane/EtOAc 2:1) gave the title compound as a solid, m.p. 151.5°-152.5° C.